Dataset: the Open Reaction Database (ORD), a public repository of structured organic reaction records. Task: describe an organic reaction: reactants, conditions, products, and yield Reactants: CCOC(=O)c1ccc(I)cc1, CNC1CCCCC1NC, Cc1ccccc1, [Cu]I, [K+], [K+], [K+], O=P([O-])([O-])[O-], c1ccc2[nH]ccc2c1. The product is CCOC(=O)c1ccc(-n2ccc3ccccc32)cc1. As a reaction SMILES: [CH2:10]([CH3:11])[O:12][C:13]([c:14]1[cH:15][cH:16][c:17]([I:20])[cH:18][cH:19]1)=[O:21].[CH3:30][NH:31][CH:32]1[CH2:33][CH2:34][CH2:35][CH2:36][CH:37]1[NH:38][CH3:39].[CH3:42][c:43]1[cH:44][cH:45][cH:46][cH:47][cH:48]1.[Cu:40][I:41].[K+:27].[K+:28].[K+:29].[P:22]([O-:23])([O-:24])([O-:25])=[O:26].[nH:1]1[cH:2][cH:3][c:4]2[cH:5][cH:6][cH:7][cH:8][c:9]12>>[n:1]1(-[c:17]2[cH:16][cH:15][c:14]([C:13]([O:12][CH2:10][CH3:11])=[O:21])[cH:19][cH:18]2)[cH:2][cH:3][c:4]2[cH:5][cH:6][cH:7][cH:8][c:9]12. The yield is 108.2%. Run at time 30 minute. The product is NC1=NC(=CC2=C1C=CS2)C (4-Amino-6-methylthieno[3,2-c]pyridine). Solvent: FC(C(=O)O)(F)F (trifluoroacetic acid). Starting materials: COC1=CC=C(CNC2=NC(=CC3=C2C=CS3)C)C=C1 (4-(4-methoxybenzyl)amino-6-methylthieno[3,2-c]pyridine), S(O)(O)(=O)=O (sulfuric acid), O.N (ammonia water), ice water. Reported procedure: To a solution of 24 g of 4-(4-methoxybenzyl)amino-6-methylthieno[3,2-c]pyridine in 80 ml of trifluoroacetic acid was added 15 ml of concentrated sulfuric acid, and the mixture was stirred at ambient temperature for 30 minutes. The reaction mixture was poured into ice water, rendered alkaline by the addition of 28% ammonia water and extracted with chloroform. The extract was washed with water and saturated saline, dried over anhydrous magnesium sulfate. The drying agent was removed by filtration,... RXN SMILES: COC1C=CC(C[NH:8][C:9]2[C:14]3[CH:15]=[CH:16][S:17][C:13]=3[CH:12]=[C:11]([CH3:18])[N:10]=2)=CC=1.S(=O)(=O)(O)O.O.N>FC(F)(F)C(O)=O>[NH2:8][C:9]1[C:14]2[CH:15]=[CH:16][S:17][C:13]=2[CH:12]=[C:11]([CH3:18])[N:10]=1 |f:2.3|. Reactants: CC(C)(C)OC(=O)CBr, CN(C)C=O, [H-], [Na+], O, Cc1ccc(-c2c(C#N)c(CC(C)C)nc3ccc(OCCO)cc23)cc1. Product: Cc1ccc(-c2c(C#N)c(CC(C)C)nc3ccc(OCCOCC(=O)OC(C)(C)C)cc23)cc1. RXN SMILES: [Br:30][CH2:31][C:32](=[O:33])[O:34][C:35]([CH3:36])([CH3:37])[CH3:38].[CH3:40][N:41]([CH3:42])[CH:43]=[O:44].[H-:28].[Na+:29].[OH2:39].[OH:1][CH2:2][CH2:3][O:4][c:5]1[cH:6][c:7]2[c:8](-[c:21]3[cH:22][cH:23][c:24]([CH3:27])[cH:25][cH:26]3)[c:9]([C:19]#[N:20])[c:10]([CH2:15][CH:16]([CH3:17])[CH3:18])[n:11][c:12]2[cH:13][cH:14]1>>[O:1]([CH2:2][CH2:3][O:4][c:5]1[cH:6][c:7]2[c:8](-[c:21]3[cH:22][cH:23][c:24]([CH3:27])[cH:25][cH:26]3)[c:9]([C:19]#[N:20])[c:10]([CH2:15][CH:16]([CH3:17])[CH3:18])[n:11][c:12]2[cH:13][cH:14]1)[CH2:31][C:32](=[O:33])[O:34][C:35]([CH3:36])([CH3:37])[CH3:38]. Reactants: CC(C)Oc1ccc(S(C)(=O)=O)cc1C(=O)O, c1cc2c(c3c1CCNC3)OCO2. The product is CC(C)Oc1ccc(S(C)(=O)=O)cc1C(=O)N1CCc2ccc3c(c2C1)OCO3. RXN SMILES: [CH:14]([CH3:15])([CH3:16])[O:17][c:18]1[c:19]([C:20](=[O:21])[OH:22])[cH:23][c:24]([S:27](=[O:28])(=[O:29])[CH3:30])[cH:25][cH:26]1.[O:1]1[CH2:2][O:3][c:4]2[cH:5][cH:6][c:7]3[c:12]([c:13]21)[CH2:11][NH:10][CH2:9][CH2:8]3>>[O:1]1[CH2:2][O:3][c:4]2[cH:5][cH:6][c:7]3[c:12]([c:13]21)[CH2:11][N:10]([C:20]([c:19]1[c:18]([O:17][CH:14]([CH3:15])[CH3:16])[cH:26][cH:25][c:24]([S:27](=[O:28])(=[O:29])[CH3:30])[cH:23]1)=[O:21])[CH2:9][CH2:8]3. The reactants are CC(C)C[Al+]CC(C)C, Cc1ccccc1, CCOC(C)=O, CCCCCC, [Cl-], [H-], [NH4+], Cc1oc(-c2ccco2)nc1COc1ccc(C#N)cn1. Yields the product Cc1oc(-c2ccco2)nc1COc1ccc(C=O)cn1. Reaction SMILES: [CH2:30]([Al+:31][CH2:32][CH:33]([CH3:34])[CH3:35])[CH:36]([CH3:37])[CH3:38].[CH3:22][c:23]1[cH:24][cH:25][cH:26][cH:27][cH:28]1.[CH3:41][CH2:42][O:43][C:44](=[O:45])[CH3:46].[CH3:47][CH2:48][CH2:49][CH2:50][CH2:51][CH3:52].[Cl-:39].[H-:29].[NH4+:40].[o:1]1[c:2](-[c:6]2[o:7][c:8]([CH3:21])[c:9]([CH2:11][O:12][c:13]3[n:14][cH:15][c:16]([C:17]#[N:18])[cH:19][cH:20]3)[n:10]2)[cH:3][cH:4][cH:5]1>>[o:1]1[c:2](-[c:6]2[o:7][c:8]([CH3:21])[c:9]([CH2:11][O:12][c:13]3[n:14][cH:15][c:16]([CH:17]=[O:43])[cH:19][cH:20]3)[n:10]2)[cH:3][cH:4][cH:5]1. Reactants: C(C(CC)O)O (1,2-butanediol), [OH-].[Li+] (lithium hydroxide), C(C=C)#N (acrylonitrile). Run at temperature 40 celsius. Product: C(#N)C(C)OCC(CC)O.C(#N)CCOC(CCC)O (1-Cyanoethoxy-2-butanol 2-Cyanoethoxy-1-butanol). RXN SMILES: [CH2:1]([OH:6])[CH:2]([OH:5])[CH2:3][CH3:4].[OH-:7].[Li+].[C:9](#[N:12])[CH:10]=[CH2:11]>>[C:9]([CH:10]([O:6][CH2:1][CH:2]([OH:5])[CH2:3][CH3:4])[CH3:11])#[N:12].[C:9]([CH2:10][CH2:11][O:7][CH:1]([OH:6])[CH2:2][CH2:3][CH3:4])#[N:12] |f:1.2,4.5|. Reported procedure: Into a 2 liter 3-necked round bottomed flask equipped with pressure equalizing dropping funnel, reflux condenser, and magnetic stirring bar was added 1177 g (13.08 moles) of 1,2-butanediol and 3.5 g of anhydrous lithium hydroxide. The solution was heated to 40° C. with stirring and then 570 g (10.75 moles) of acrylonitrile was added dropwise over a period of 2 hours and 45 minutes. The mixture then was allowed to react an additional one hour at temperature. RXN SMILES: [Sn](Cl)(Cl)(Cl)Cl.[C:6]1([S:12][CH:13]([S:28][C:29]2[CH:34]=[CH:33][CH:32]=[CH:31][CH:30]=2)[CH:14]2[C:19]([O:20][Si](C(C)(C)C)(C)C)=[CH:18][CH2:17][CH2:16][CH2:15]2)[CH:11]=[CH:10][CH:9]=[CH:8][CH:7]=1>ClCCl>[C:6]1([S:12][CH:13]([S:28][C:29]2[CH:34]=[CH:33][CH:32]=[CH:31][CH:30]=2)[CH:14]2[CH2:15][CH2:16][CH2:17][CH:18]([CH:13]([S:12][C:6]3[CH:11]=[CH:10][CH:9]=[CH:8][CH:7]=3)[S:28][C:29]3[CH:34]=[CH:33][CH:32]=[CH:31][CH:30]=3)[C:19]2=[O:20])[CH:7]=[CH:8][CH:9]=[CH:10][CH:11]=1. Conditions: temperature -78 celsius, time 1 hour. The solvent is ClCCl (dichloromethane). Yields the product C1(=CC=CC=C1)SC(C1C(C(CCC1)C(SC1=CC=CC=C1)SC1=CC=CC=C1)=O)SC1=CC=CC=C1 (2,6-bis[bis(phenylsulphanyl)methyl]cyclohexanone). Yield: 103.4%. The reactants are ice water, [Sn](Cl)(Cl)(Cl)Cl (tin(IV) tetrachloride), C1(=CC=CC=C1)SC(C1CCCC=C1O[Si](C)(C)C(C)(C)C)SC1=CC=CC=C1 (({6-[bis(phenylsulphanyl)methyl]-cyclohex-1-en-1-yl}oxy)(tert-butyl)dimethylsilane), 1,1′,1″-(methanetriyltrisulphanediyl)tribenzene. Reported procedure: 400 mg (1.18 mmol) of 1,1′,1″-(methanetriyltrisulphanediyl)tribenzene are dissolved in 25 ml of dichloromethane, and the mixture is cooled to −78° C. 1.41 ml (1.41 mmol) of tin(IV) tetrachloride solution (1 M in dichloromethane) and 520 mg (1.18 mmol) of (({6-[bis(phenylsulphanyl)methyl]-cyclohex-1-en-1-yl}oxy)(tert-butyl)dimethylsilane) are added in succession, and the mixture is stirred at −78° C. for 1 h. The reaction mixture is poured into ice-water and extracted with dichloromethane. After ...